From a dataset of the Open Reaction Database (ORD), a public repository of structured organic reaction records. describe an organic reaction: reactants, conditions, products, and yield Starting materials: C(C=C)(=O)Cl (Acrylic acid chloride), CONCCCCCCNOC (1,6-di(N-methoxyamino)hexane), C(=O)([O-])[O-].[Na+].[Na+] (Na2CO3), 2,6-tert-butyl-4-methylphenol, C(C)OCC (diethylether). Run at time 16 hour. Product: C(C=C)(=O)N(OC)CCCCCCN(C(C=C)=O)OC (1,6-bis(N-acryloyl-N-methoxyamino)hexane). The yield is 79.0%. Reaction SMILES: [C:1](Cl)(=[O:4])[CH:2]=[CH2:3].[CH3:6][O:7][NH:8][CH2:9][CH2:10][CH2:11][CH2:12][CH2:13][CH2:14][NH:15][O:16][CH3:17].[C:18]([O-:21])([O-])=O.[Na+].[Na+].[CH2:24](OCC)[CH3:25]>>[C:1]([N:15]([CH2:14][CH2:13][CH2:12][CH2:11][CH2:10][CH2:9][N:8]([O:7][CH3:6])[C:18](=[O:21])[CH:24]=[CH2:25])[O:16][CH3:17])(=[O:4])[CH:2]=[CH2:3] |f:2.3.4|. Procedure details: Acrylic acid chloride (996 mg, 11 mmol) was added dropwise within 5 min to a stirred suspension of the bis-methoxyamine 3 (881 mg, 5 mmol), Na2CO3 (2.65 g, 25 mmol) and BHT (=2,6-tert-butyl-4-methylphenol) (10 mg) in anhydrous diethylether (100 ml) accompanied by ice-cooling. The reaction mixture was then left to heat up to room temperature and stirred for a further 16 h. After the bis-methoxyamine 3 was completely consumed, water (20 ml) was added, the organic phase separated off and the aqueou...